From a dataset of the Open Reaction Database (ORD), a public repository of structured organic reaction records. describe an organic reaction: reactants, conditions, products, and yield The product is ClC1=CC=C(CN2C(=CC3=CC(=CC=C23)OC)CC(C(=O)OC)(C)C)C=C1 (Methyl 3-[1-(4-chlorobenzyl)-5-methoxyindol-2-yl]-2,2-dimethylpropanoate). Solvent: C(=O)(C(F)(F)F)O (TFA). RXN SMILES: [Cl:1][C:2]1[CH:32]=[CH:31][C:5]([CH2:6][N:7]2[C:15]3[C:10](=[CH:11][C:12]([O:16][CH3:17])=[CH:13][CH:14]=3)[C:9](SC(C)(C)C)=[C:8]2[CH2:23][C:24]([CH3:30])([CH3:29])[C:25]([O:27][CH3:28])=[O:26])=[CH:4][CH:3]=1.C(O)(=O)C1C(=CC=CC=1)S>C(O)(C(F)(F)F)=O>[Cl:1][C:2]1[CH:32]=[CH:31][C:5]([CH2:6][N:7]2[C:15]3[C:10](=[CH:11][C:12]([O:16][CH3:17])=[CH:13][CH:14]=3)[CH:9]=[C:8]2[CH2:23][C:24]([CH3:30])([CH3:29])[C:25]([O:27][CH3:28])=[O:26])=[CH:4][CH:3]=1. Procedure details: A mixture of the product from Step 1 (2.03 g, 4.29 mmol) and thiosalicylic acid (1.32 g, 8.58 mmol) in TFA (25 mL) was refluxed for 2.5 hours. The TFA was evaporated, the residue was diluted with EtOAc, washed twice with 1N aq NaOH, then 3× with H2O, dried and evaporated to afford the crude title product as a thick oil which was taken as such into the next step. Starting materials: ClC1=CC=C(CN2C(=C(C3=CC(=CC=C23)OC)SC(C)(C)C)CC(C(=O)OC)(C)C)C=C1 (Methyl 3-[1-(4-chlorobenzyl)-3-t-butylthio-5-methoxyindol-2-yl]-2,2-dimethylpropanoate), C(C=1C(S)=CC=CC1)(=O)O (thiosalicylic acid). Starting materials: CCOC(=O)c1cnc2cc(C(F)(F)F)ccc2c1OS(=O)(=O)C(F)(F)F, CCOC(C)=O, OB(O)c1cc(C(F)(F)F)ccc1F, [K+], [K+], [K+], C1COCCO1, O=P([O-])([O-])[O-], c1ccc(P(c2ccccc2)(c2ccccc2)[Pd](P(c2ccccc2)(c2ccccc2)c2ccccc2)(P(c2ccccc2)(c2ccccc2)c2ccccc2)P(c2ccccc2)(c2ccccc2)c2ccccc2)cc1. Product: CCOC(=O)c1cnc2cc(C(F)(F)F)ccc2c1-c1cc(C(F)(F)F)ccc1F. As a reaction SMILES: [CH2:1]([CH3:2])[O:3][C:4](=[O:5])[c:6]1[cH:7][n:8][c:9]2[cH:10][c:11]([C:24]([F:25])([F:26])[F:27])[cH:12][cH:13][c:14]2[c:15]1[O:16][S:17]([C:18]([F:19])([F:20])[F:21])(=[O:22])=[O:23].[CH3:56][CH2:57][O:58][C:59](=[O:60])[CH3:61].[F:28][c:29]1[c:30]([B:39]([OH:40])[OH:41])[cH:31][c:32]([C:35]([F:36])([F:37])[F:38])[cH:33][cH:34]1.[K+:47].[K+:48].[K+:49].[O:50]1[CH2:51][CH2:52][O:53][CH2:54][CH2:55]1.[P:42]([O-:43])([O-:44])([O-:45])=[O:46].[cH:62]1[cH:63][cH:64][c:65]([P:66]([Pd:67]([P:68]([c:69]2[cH:70][cH:71][cH:72][cH:73][cH:74]2)([c:75]2[cH:76][cH:77][cH:78][cH:79][cH:80]2)[c:81]2[cH:82][cH:83][cH:84][cH:85][cH:86]2)([P:87]([c:88]2[cH:89][cH:90][cH:91][cH:92][cH:93]2)([c:94]2[cH:95][cH:96][cH:97][cH:98][cH:99]2)[c:100]2[cH:101][cH:102][cH:103][cH:104][cH:105]2)[P:106]([c:107]2[cH:108][cH:109][cH:110][cH:111][cH:112]2)([c:113]2[cH:114][cH:115][cH:116][cH:117][cH:118]2)[c:119]2[cH:120][cH:121][cH:122][cH:123][cH:124]2)([c:125]2[cH:126][cH:127][cH:128][cH:129][cH:130]2)[c:131]2[cH:132][cH:133][cH:134][cH:135][cH:136]2)[cH:137][cH:138]1>>[CH2:1]([CH3:2])[O:3][C:4](=[O:5])[c:6]1[cH:7][n:8][c:9]2[cH:10][c:11]([C:24]([F:25])([F:26])[F:27])[cH:12][cH:13][c:14]2[c:15]1-[c:30]1[c:29]([F:28])[cH:34][cH:33][c:32]([C:35]([F:36])([F:37])[F:38])[cH:31]1.